From a dataset of the Open Reaction Database (ORD), a public repository of structured organic reaction records. describe an organic reaction: reactants, conditions, products, and yield Reactants: C1(=CC=CC=C1)C(CC(=O)C1=CC=CC=C1)=O (1,3-diphenylpropane-1,3-dione), Cl.N(N)C1=CC=C(C=C1)CCO (2-(4-hydrazinophenyl)ethanol hydrochloride). Product: C1(=CC=CC=C1)C1=NN(C(=C1)C1=CC=CC=C1)C1=CC=C(C=C1)CCO (2-[4-(3,5-Diphenyl-1H-pyrazol-1-yl)phenyl]ethanol). RXN SMILES: [C:1]1([C:7](=O)[CH2:8][C:9]([C:11]2[CH:16]=[CH:15][CH:14]=[CH:13][CH:12]=2)=O)[CH:6]=[CH:5][CH:4]=[CH:3][CH:2]=1.Cl.[NH:19]([C:21]1[CH:26]=[CH:25][C:24]([CH2:27][CH2:28][OH:29])=[CH:23][CH:22]=1)[NH2:20]>>[C:1]1([C:7]2[CH:8]=[C:9]([C:11]3[CH:16]=[CH:15][CH:14]=[CH:13][CH:12]=3)[N:19]([C:21]3[CH:22]=[CH:23][C:24]([CH2:27][CH2:28][OH:29])=[CH:25][CH:26]=3)[N:20]=2)[CH:6]=[CH:5][CH:4]=[CH:3][CH:2]=1 |f:1.2|. Procedure details: The title compound was prepared according to the procedure described in step 1 of Example 1 from 1,3-diphenylpropane-1,3-dione and 2-(4-hydrazinophenyl)ethanol hydrochloride: MS (ESI) m/z 341 [M+H]+, 1H-NMR (CDCl3) δ 7.93-7.91 (2H, m), 7.46-7.20 (12H, m), 6.82 (1H, s), 3.87 (2H, br), 2.89 (2H, t, J=6.6 Hz). Reactants: C(C)OC(=O)C=1NC2=C(C=CC=C2C1)OC (7-methoxy-1H-indole-2-carboxylic acid ethyl ester), BrCC1=CC=CC2=CC=CC=C12 (1-bromomethyl-naphthalene). Product: COC=1C=CC=C2C=C(N(C12)CC1=CC=CC2=CC=CC=C12)C(=O)O (7-Methoxy-1-naphthalen-1-ylmethyl-1H-indole-2-carboxylic acid). As a reaction SMILES: C([O:3][C:4]([C:6]1[NH:7][C:8]2[C:13]([CH:14]=1)=[CH:12][CH:11]=[CH:10][C:9]=2[O:15][CH3:16])=[O:5])C.Br[CH2:18][C:19]1[C:28]2[C:23](=[CH:24][CH:25]=[CH:26][CH:27]=2)[CH:22]=[CH:21][CH:20]=1>>[CH3:16][O:15][C:9]1[CH:10]=[CH:11][CH:12]=[C:13]2[C:8]=1[N:7]([CH2:18][C:19]1[C:28]3[C:23](=[CH:24][CH:25]=[CH:26][CH:27]=3)[CH:22]=[CH:21][CH:20]=1)[C:6]([C:4]([OH:3])=[O:5])=[CH:14]2. Procedure: Using general procedure B, 7-methoxy-1H-indole-2-carboxylic acid ethyl ester (Lit. 6) was coupled with 1-bromomethyl-naphthalene and the product obtained was hydrolyzed to give the title compound as a white solid. MS: 330.3 ([M−H]−). Reactants: BrN1C(CCC1=O)=O (N-bromosuccinimide), CC12CCC(C3(OC4=C(C31C)C=CC=C4)C)C2 ((-)-1,2,3,4-tetrahydro1,4a,9b-trimethyl-1,4-methanodibenzofuran), C(Cl)(Cl)Cl (chloroform). Solvent: CN(C=O)C (dimethylformamide), O1CCCC1 (tetrahydrofuran). Conditions: time 30 minute. Yields the product BrC=1C=CC2=C(C3(C(O2)(C2CCC3(C2)C)C)C)C1 (8-bromo-1,2,3,4-tetrahydro-1,4a,9b-trimethyl-1,4-methanodibenzofuran). RXN SMILES: [CH3:1][C:2]12[CH2:17][CH:5]([C:6]3([CH3:16])[C:10]1([CH3:11])[C:9]1[CH:12]=[CH:13][CH:14]=[CH:15][C:8]=1[O:7]3)[CH2:4][CH2:3]2.[Br:18]N1C(=O)CCC1=O.C(Cl)(Cl)Cl>O1CCCC1.CN(C)C=O>[Br:18][C:13]1[CH:14]=[CH:15][C:8]2[O:7][C:6]3([CH3:16])[CH:5]4[CH2:17][C:2]([CH3:1])([C:10]3([CH3:11])[C:9]=2[CH:12]=1)[CH2:3][CH2:4]4. Procedure details: 11.42 g (50 mmol) of (-)-1,2,3,4-tetrahydro1,4a,9b-trimethyl-1,4-methanodibenzofuran obtained in Example 1 were dissolved in 110 ml of tetrahydrofuran and were treated dropwise with a solution containing 8.9 g of N-bromosuccinimide (NBS) in 50 ml of dimethylformamide (DMF). The reaction medium was maintained under stirring at room temperature for 2 h, 30 min, then poured into ice-cold water and extracted with 500 ml of ethyl ether. After rinsing with water, drying over magnesium sulfate, filtrat... Starting materials: Cc1oc(-c2ccccc2)nc1Cc1cccc(CC2COC(C)(C)OC2)c1, CCO, Cc1ccc(S(=O)(=O)[O-])cc1, c1cc[nH+]cc1. Yields the product Cc1oc(-c2ccccc2)nc1Cc1cccc(CC(CO)CO)c1. Reaction SMILES: [CH3:1][C:2]1([CH3:28])[O:3][CH2:4][CH:5]([CH2:8][c:9]2[cH:10][c:11]([CH2:15][c:16]3[n:17][c:18](-[c:22]4[cH:23][cH:24][cH:25][cH:26][cH:27]4)[o:19][c:20]3[CH3:21])[cH:12][cH:13][cH:14]2)[CH2:6][O:7]1.[CH3:46][CH2:47][OH:48].[c:29]1([CH3:30])[cH:31][cH:32][c:33]([S:34]([O-:35])(=[O:36])=[O:37])[cH:38][cH:39]1.[nH+:40]1[cH:41][cH:42][cH:43][cH:44][cH:45]1>>[OH:3][CH2:4][CH:5]([CH2:6][OH:7])[CH2:8][c:9]1[cH:10][c:11]([CH2:15][c:16]2[n:17][c:18](-[c:22]3[cH:23][cH:24][cH:25][cH:26][cH:27]3)[o:19][c:20]2[CH3:21])[cH:12][cH:13][cH:14]1. The reactants are ice water, C(C)N1C2=CC=CC=C2C2=CC=3C(C=4C=CC=CC4C3C=C21)(C)CC (6,12-diethyl-12-methyl-6,12-dihydro-6-aza-indeno[1,2-b]fluorene), C(C)(=O)Cl (acetyl chloride), [Cl-].[Al+3].[Cl-].[Cl-] (Aluminum chloride). The solvent is ClCCl (dichloromethane). Reaction conditions: time 8 hour. The product is C(C)(=O)C1=CC=2C=3C=C4C(=CC3C(C2C=C1)(C)CC)C1=CC=CC=C1N4CC (3-acetyl-6,12-diethyl-12-methyl-6,12-dihydro-6-aza-indeno[1,2-b]fluorene). RXN SMILES: [Cl-].[Al+3].[Cl-].[Cl-].[CH2:5]([N:7]1[C:26]2[C:14](=[CH:15][C:16]3[C:17]([CH2:28][CH3:29])([CH3:27])[C:18]4[CH:19]=[CH:20][CH:21]=[CH:22][C:23]=4[C:24]=3[CH:25]=2)[C:13]2[C:8]1=[CH:9][CH:10]=[CH:11][CH:12]=2)[CH3:6].[C:30](Cl)(=[O:32])[CH3:31]>ClCCl>[C:30]([C:21]1[CH:20]=[CH:19][C:18]2[C:17]([CH2:28][CH3:29])([CH3:27])[C:16]3[CH:15]=[C:14]4[C:13]5[C:8]([N:7]([CH2:5][CH3:6])[C:26]4=[CH:25][C:24]=3[C:23]=2[CH:22]=1)=[CH:9][CH:10]=[CH:11][CH:12]=5)(=[O:32])[CH3:31] |f:0.1.2.3|. Reported procedure: Aluminum chloride (3.43 g, 25.6 mmol) was slowly added into a dichloromethane solution (80 mL) in which were dissolved 6,12-diethyl-12-methyl-6,12-dihydro-6-aza-indeno[1,2-b]fluorene (5.95 g, 20.0 mmol) and acetyl chloride (1.83 mL, 25.7 mmol) at 0° C. under nitrogen atmosphere. After stirring at room temperature overnight, the reaction mixture was poured into ice-water. The product was extracted twice with dichloromethane. The combined organic layer was washed with brine, and dried over MgSO4. ... Starting materials: N#Cc1cc([N+](=O)[O-])ccc1N1CCC(OC(=O)c2ccccc2)CC1, CCO, [Cl-], [Fe], [NH4+], O. Yields the product N#Cc1cc(N)ccc1N1CCC(OC(=O)c2ccccc2)CC1. RXN SMILES: [C:4]([c:5]1[cH:6][cH:7][cH:8][cH:9][cH:10]1)(=[O:11])[O:12][CH:13]1[CH2:14][CH2:15][N:16]([c:19]2[c:20]([C:28]#[N:29])[cH:21][c:22]([N+:25]([O-:26])=[O:27])[cH:23][cH:24]2)[CH2:17][CH2:18]1.[CH3:31][CH2:32][OH:33].[Cl-:1].[Fe:30].[NH4+:2].[OH2:3]>>[C:4]([c:5]1[cH:6][cH:7][cH:8][cH:9][cH:10]1)(=[O:11])[O:12][CH:13]1[CH2:14][CH2:15][N:16]([c:19]2[c:20]([C:28]#[N:29])[cH:21][c:22]([NH2:25])[cH:23][cH:24]2)[CH2:17][CH2:18]1. Reactants: COC1=CC=C(C=C1)C=1N=NC(=CC1C1=CC=C(C=C1)OC)Cl (3,4-bis(4-methoxyphenyl)-6-chloropyridazine), FC1=C(C=CC=C1F)O (2,3-difluorophenol). The product is COC1=CC=C(C=C1)C=1N=NC(=CC1C1=CC=C(C=C1)OC)OC1=C(C(=CC=C1)F)F (3,4-bis(4-methoxyphenyl)-6-(2,3-difluorophenoxy)pyridazine), powder. The yield is 90.0%. RXN SMILES: [CH3:1][O:2][C:3]1[CH:8]=[CH:7][C:6]([C:9]2[N:10]=[N:11][C:12](Cl)=[CH:13][C:14]=2[C:15]2[CH:20]=[CH:19][C:18]([O:21][CH3:22])=[CH:17][CH:16]=2)=[CH:5][CH:4]=1.[F:24][C:25]1[C:30]([F:31])=[CH:29][CH:28]=[CH:27][C:26]=1[OH:32]>>[CH3:1][O:2][C:3]1[CH:8]=[CH:7][C:6]([C:9]2[N:10]=[N:11][C:12]([O:32][C:26]3[CH:27]=[CH:28][CH:29]=[C:30]([F:31])[C:25]=3[F:24])=[CH:13][C:14]=2[C:15]2[CH:20]=[CH:19][C:18]([O:21][CH3:22])=[CH:17][CH:16]=2)=[CH:5][CH:4]=1. Reported procedure: In a similar manner as in Example 2, 3,4-bis(4-methoxyphenyl)-6-chloropyridazine (180 mg, 0.551 mmol) and 2,3-difluorophenol were reacted as starting materials at 150° C. for 19 hours and post-treatment was then conducted, whereby the title compound was obtained as a colorless crystalline powder (203.3 mg, 90.0%). Melting point: 157.5-159.0° C. (chloroform-hexane).